From a dataset of the Open Reaction Database (ORD), a public repository of structured organic reaction records. describe an organic reaction: reactants, conditions, products, and yield Starting materials: C(CCCCCCCCCCCCCCCCC)(=O)OCC(O)CO (Glyceryl monostearate), S(=O)(=O)(OCCCCCCCCCCCC)[O-].[Na+] (sodium lauryl sulphate). Reported procedure: Glyceryl monostearate containing sodium lauryl sulphate The product is S(=O)(=O)(OCCCCCCCCCCCCCCCC)[O-].[Na+] (Sodium cetyl sulphate). As a reaction SMILES: [C:1]([O:20]CC(CO)O)(=O)[CH2:2][CH2:3][CH2:4][CH2:5][CH2:6][CH2:7][CH2:8][CH2:9][CH2:10][CH2:11][CH2:12][CH2:13][CH2:14][CH2:15][CH2:16]CC.[S:26]([O-])([O:29]CCCCCCCCCCCC)(=[O:28])=[O:27].[Na+:43]>>[S:26]([O-:29])([O:20][CH2:1][CH2:2][CH2:3][CH2:4][CH2:5][CH2:6][CH2:7][CH2:8][CH2:9][CH2:10][CH2:11][CH2:12][CH2:13][CH2:14][CH2:15][CH3:16])(=[O:28])=[O:27].[Na+:43] |f:1.2,3.4|.